From a dataset of the Open Reaction Database (ORD), a public repository of structured organic reaction records. describe an organic reaction: reactants, conditions, products, and yield Starting materials: NC=1C=CC2=C(CCOC(N2C)=O)C1 (2-amino-5-methyl-8,9-dihydro-5H-7-oxa-5-aza-benzocyclohepten-6-one), ClC1=NC=C(C(=N1)NC1=C(CN(C(C)=O)C)C=CC=C1)Cl (N-[2-(2,5-dichloro-pyrimidin-4-ylamino)-benzyl]-N-methyl-acetamide), N-{2-[5-chloro-2-(5-methyl-6-oxo-5,6,8,9-tetrahydro-7-oxa-5-aza-benzocyclohepten-2-ylamino)-pyrimidin-4-ylamino]-benzyl}-N-methyl-acetamide. TFA salt. Product: ClC=1C(=NC(=NC1)NC=1C=CC2=C(CCOC(N2C)=O)C1)NC1=C(CN(C(C)=O)C)C=CC=C1 (N-{2-[5-Chloro-2-(5-methyl-6-oxo-5,6,8,9-tetrahydro-7-oxa-5-aza-benzocyclohepten-2-ylamino)-pyrimidin-4-ylamino]-benzyl}-N-methyl-acetamide). As a reaction SMILES: [NH2:1][C:2]1[CH:3]=[CH:4][C:5]2[N:11]([CH3:12])[C:10](=[O:13])[O:9][CH2:8][CH2:7][C:6]=2[CH:14]=1.Cl[C:16]1[N:21]=[C:20]([NH:22][C:23]2[CH:34]=[CH:33][CH:32]=[CH:31][C:24]=2[CH2:25][N:26]([CH3:30])[C:27](=[O:29])[CH3:28])[C:19]([Cl:35])=[CH:18][N:17]=1>>[Cl:35][C:19]1[C:20]([NH:22][C:23]2[CH:34]=[CH:33][CH:32]=[CH:31][C:24]=2[CH2:25][N:26]([CH3:30])[C:27](=[O:29])[CH3:28])=[N:21][C:16]([NH:1][C:2]2[CH:3]=[CH:4][C:5]3[N:11]([CH3:12])[C:10](=[O:13])[O:9][CH2:8][CH2:7][C:6]=3[CH:14]=2)=[N:17][CH:18]=1. Procedure details: Following a procedure analogous to Example 1741e, 2-amino-5-methyl-8,9-dihydro-5H-7-oxa-5-aza-benzocyclohepten-6-one and N-[2-(2,5-dichloro-pyrimidin-4-ylamino)-benzyl]-N-methyl-acetamide was converted to N-{2-[5-chloro-2-(5-methyl-6-oxo-5,6,8,9-tetrahydro-7-oxa-5-aza-benzocyclohepten-2-ylamino)-pyrimidin-4-ylamino]-benzyl}-N-methyl-acetamide. TFA salt: 1H NMR (300 MHz, CD3OD) δ 8.10 (s, 1H), 7.5 (m, 4H), 7.28 (d, 1H), 7.1 (m, 2H), 4.56 (s, 2H), 4.34 (t, 2H), 3.3 (s, 3H), 2.89 (s, 3H), 2.71 (t, ...